From a dataset of the Open Reaction Database (ORD), a public repository of structured organic reaction records. describe an organic reaction: reactants, conditions, products, and yield The reactants are C(=O)(O)[O-].[Na+] (NaHCO3), ClCCl (dichloromethane), FC(C=1C=C(C=C(C1)C(F)(F)F)B(O)O)(F)F (3,5-bis(trifluoromethyl)phenylboronic acid), IC=1N=CNC1 (4-Iodo-1H-imidazole). The solvent is CO.ClCCl (methanol dichloromethane), O1CCOCC1 (1,4-dioxane), O (water). Yields the product FC(C=1C=C(C=C(C1)C(F)(F)F)C=1N=CNC1)(F)F (4-(3,5-bis(trifluoromethyl)phenyl)-1H-imidazole). Isolated yield 23.6%. Reaction SMILES: [F:1][C:2]([F:17])([F:16])[C:3]1[CH:4]=[C:5](B(O)O)[CH:6]=[C:7]([C:9]([F:12])([F:11])[F:10])[CH:8]=1.I[C:19]1[N:20]=[CH:21][NH:22][CH:23]=1.C([O-])(O)=O.[Na+].ClCCl>O1CCOCC1.O.CO.ClCCl>[F:1][C:2]([F:17])([F:16])[C:3]1[CH:4]=[C:5]([C:19]2[N:20]=[CH:21][NH:22][CH:23]=2)[CH:6]=[C:7]([C:9]([F:12])([F:11])[F:10])[CH:8]=1 |f:2.3,7.8|. Procedure: In a 35 mL, microwave vial, 3,5-bis(trifluoromethyl)phenylboronic acid (2.5 g, 9.69 mmol) and 4-Iodo-1H-imidazole (2.068 g, 10.66 mmol) was dissolved in 1,4-dioxane (18 mL). To this reaction mixture aq. solution of NaHCO3 (1.628 g, 19.38 mmol) was added at room temperature. The reaction mixture was degassed for 30 min and Pd(dppf)Cl2.dichloromethane (0.791 g 0.1 eq.) was charged in microwave for 16 h at 90° C. The progress of the reaction was monitored by TLC using methanol: dichloromethane (0.5... The product is FC(C(=O)O)(F)F.CC=1N=CC2=C(N1)CCNC2 (2-Methyl-5,6,7,8-tetrahydropyrido[4,3-d]pyrimidine, trifluoroacetate salt). Reported procedure: Reaction of the product from Step A above with trifluoroacetic acid in dichloromethane according to the procedure outlined for Intermediate 28, Step C afforded the title compound as a light orange powder. LC/MS 150.1 (M+1). Solvent: ClCCl (dichloromethane). The reactants are C(C)(C)(C)OC(=O)N1CC2=C(N=C(N=C2)C)CC1 (6-(tert-Butoxycarbonyl)-2-methyl-5,6,7,8-tetrahydropyrido[4,3-d]pyrimidine), FC(C(=O)O)(F)F (trifluoroacetic acid), Intermediate 28. Reaction SMILES: C(OC([N:8]1[CH2:18][CH2:17][C:11]2[N:12]=[C:13]([CH3:16])[N:14]=[CH:15][C:10]=2[CH2:9]1)=O)(C)(C)C.[F:19][C:20]([F:25])([F:24])[C:21]([OH:23])=[O:22]>ClCCl>[F:19][C:20]([F:25])([F:24])[C:21]([OH:23])=[O:22].[CH3:16][C:13]1[N:14]=[CH:15][C:10]2[CH2:9][NH:8][CH2:18][CH2:17][C:11]=2[N:12]=1 |f:3.4|. Yields the product CN1N=C(C(=C1)N1C(N(C=2C=NC=3C=CC(=CC3C21)C=2C=NC=C(C2)OCC)C)=O)C (1-(1,3-Dimethyl-1H-pyrazol-4-yl)-8-(5-ethoxy-pyridin-3-yl)-3-methyl-1,3-dihydro-imidazo[4,5-c]quinolin-2-one). Procedure details: The title compound was synthesized in a similar manner as described for Example 1.1 using 8-bromo-1-(1,3-dimethyl-1H-pyrazol-4-yl)-3-methyl-1,3-dihydro-imidazo[4,5-c]quinolin-2-one (Intermediate A) and 3-ethoxy-5-(4,4,5,5-tetramethyl-[1,3,2]dioxaborolan-2-yl)-pyridine (stage 56.1.1) to give the title compound as a white solid. (HPLC: tR 2.28 min (Method A); M+H=415 MS-ES; 1H-NMR (d6-DMSO, 400 MHz) 8.98 (s, 1H), 8.34-8.24 (m, 2H), 8.16-8.08 (m, 2H), 8.02-7.96 (m, 1H), 7.61-7.57 (m, 1H), 7.40-7.34... Reactants: BrC1=CC=2C3=C(C=NC2C=C1)N(C(N3C=3C(=NN(C3)C)C)=O)C (8-bromo-1-(1,3-dimethyl-1H-pyrazol-4-yl)-3-methyl-1,3-dihydro-imidazo[4,5-c]quinolin-2-one), BrC1=CC=2C3=C(C=NC2C=C1)N(C(N3C=3C(=NN(C3)C)C)=O)C (8-bromo-1-(1,3-dimethyl-1H-pyrazol-4-yl)-3-methyl-1,3-dihydro-imidazo[4,5-c]quinolin-2-one), C(C)OC=1C=NC=C(C1)B1OC(C(O1)(C)C)(C)C (3-ethoxy-5-(4,4,5,5-tetramethyl-[1,3,2]dioxaborolan-2-yl)-pyridine). Reaction SMILES: Br[C:2]1[CH:11]=[CH:10][C:9]2[N:8]=[CH:7][C:6]3[N:12]([CH3:23])[C:13](=[O:22])[N:14]([C:15]4[C:16]([CH3:21])=[N:17][N:18]([CH3:20])[CH:19]=4)[C:5]=3[C:4]=2[CH:3]=1.[CH2:24]([O:26][C:27]1[CH:28]=[N:29][CH:30]=[C:31](B2OC(C)(C)C(C)(C)O2)[CH:32]=1)[CH3:25]>>[CH3:20][N:18]1[CH:19]=[C:15]([N:14]2[C:5]3[C:4]4[CH:3]=[C:2]([C:31]5[CH:30]=[N:29][CH:28]=[C:27]([O:26][CH2:24][CH3:25])[CH:32]=5)[CH:11]=[CH:10][C:9]=4[N:8]=[CH:7][C:6]=3[N:12]([CH3:23])[C:13]2=[O:22])[C:16]([CH3:21])=[N:17]1. The product is C(C)(C)(C)OC(=O)N1C(CC(CC1)N1C[C@H](N(CC1)[C@@H](C)C1=CC=C(C=C1)Br)C)C (1-tert-butoxycarbonyl-2-methyl-4-{4-[1 (S)-(4-Bromophenyl)-ethyl]-3(R)-methylpiperazin-1-yl}-piperidine). The reactants are BrC1=CC=C(C=C1)C(C)N1C(CNCC1)C (1-[1-(4-Bromo-phenyl)-ethyl]-2-methyl-piperazine), C(C)(C)(C)OC(=O)N1C(CC(CC1)=O)C (1-tert-butoxycarbonyl-2-methyl-4-oxo-piperidine). Reaction SMILES: [Br:1][C:2]1[CH:7]=[CH:6][C:5]([CH:8]([N:10]2[CH2:15][CH2:14][NH:13][CH2:12][CH:11]2[CH3:16])[CH3:9])=[CH:4][CH:3]=1.[C:17]([O:21][C:22]([N:24]1[CH2:29][CH2:28][C:27](=O)[CH2:26][CH:25]1[CH3:31])=[O:23])([CH3:20])([CH3:19])[CH3:18]>>[C:17]([O:21][C:22]([N:24]1[CH2:29][CH2:28][CH:27]([N:13]2[CH2:14][CH2:15][N:10]([C@H:8]([C:5]3[CH:6]=[CH:7][C:2]([Br:1])=[CH:3][CH:4]=3)[CH3:9])[C@H:11]([CH3:16])[CH2:12]2)[CH2:26][CH:25]1[CH3:31])=[O:23])([CH3:20])([CH3:18])[CH3:19]. Procedure: 1-[1-(4-Bromo-phenyl)-ethyl]-2-methyl-piperazine (0.104 g) from preparation A step 4 was treated with 0.075 g 1-tert-butoxycarbonyl-2-methyl-4-oxo-piperidine from the previous step as described in preparation A step 5 to afford 1-tert-butoxycarbonyl-2-methyl-4-{4-[1 (S)-(4-Bromophenyl)-ethyl]-3(R)-methylpiperazin-1-yl}-piperidine. The reactants are CO, COC(=O)C=C1CCC(CO[Si](C(C)C)(C(C)C)C(C)C)CC1, [H][H]. The product is COC(=O)CC1CCC(CO[Si](C(C)C)(C(C)C)C(C)C)CC1. RXN SMILES: [CH3:26][OH:27].[CH:1]([CH3:2])([CH3:3])[Si:4]([O:5][CH2:6][CH:7]1[CH2:8][CH2:9][C:10](=[CH:13][C:14](=[O:15])[O:16][CH3:17])[CH2:11][CH2:12]1)([CH:18]([CH3:19])[CH3:20])[CH:21]([CH3:22])[CH3:23].[H:24][H:25]>>[CH:1]([CH3:2])([CH3:3])[Si:4]([O:5][CH2:6][CH:7]1[CH2:8][CH2:9][CH:10]([CH2:13][C:14](=[O:15])[O:16][CH3:17])[CH2:11][CH2:12]1)([CH:18]([CH3:19])[CH3:20])[CH:21]([CH3:22])[CH3:23].